From a dataset of the Open Reaction Database (ORD), a public repository of structured organic reaction records. describe an organic reaction: reactants, conditions, products, and yield Starting materials: ClC=1C=NC=2N(C1)N=C(C2)C(=O)N2C(C1=C(CC2)C=CN1)C ((6-chloro-pyrazolo[1,5-a]pyrimidin-2-yl)-(7-methyl-1,4,5,7-tetrahydro-pyrrolo[2,3-c]pyridin-6-yl)-methanone), N1N=NN=C1 (tetrazole). Product: ClC=1C=NC=2N(C1)N=C(C2)C(=O)N2C(C1=C(CC2)C=CN1C1=NN=NN1)C ((6-Chloro-pyrazolo[1,5-a]pyrimidin-2-yl)-[7-methyl-1-(1H-tetrazol-5-yl)-1,4,5,7-tetrahydro-pyrrolo[2,3-c]pyridin-6-yl]-methanone). As a reaction SMILES: [Cl:1][C:2]1[CH:3]=[N:4][C:5]2[N:6]([N:8]=[C:9]([C:11]([N:13]3[CH2:18][CH2:17][C:16]4[CH:19]=[CH:20][NH:21][C:15]=4[CH:14]3[CH3:22])=[O:12])[CH:10]=2)[CH:7]=1.[NH:23]1[CH:27]=[N:26][N:25]=[N:24]1>>[Cl:1][C:2]1[CH:3]=[N:4][C:5]2[N:6]([N:8]=[C:9]([C:11]([N:13]3[CH2:18][CH2:17][C:16]4[CH:19]=[CH:20][N:21]([C:27]5[NH:26][N:25]=[N:24][N:23]=5)[C:15]=4[CH:14]3[CH3:22])=[O:12])[CH:10]=2)[CH:7]=1. Procedure details: In close analogy to the procedure described in Example 52, (6-chloro-pyrazolo[1,5-a]pyrimidin-2-yl)-(7-methyl-1,4,5,7-tetrahydro-pyrrolo[2,3-c]pyridin-6-yl)-methanone is reacted with 1H tetrazole to provide the title compound. Starting materials: [Li]CCCC (n-BuLi), BrC=1C=CC(=NC1)SC1CCCC1 (5-bromo-2-cyclopentylsulfanyl-pyridine), C(C(=O)OC)(=O)OC (dimethyl oxalate), [NH4+].[Cl-] (NH4Cl). Run in C(C)OCC (diethyl ether), C(C)OCC (diethyl ether). Reaction conditions: temperature 0 celsius, time 20 minute. The product is C1(CCCC1)SC1=CC=C(C=N1)C(C(=O)OC)=O (Methyl 2-(6-cyclopentylsulfanyl-3-pyridyl)-2-oxo-acetate). The yield is 23.2%. RXN SMILES: [Li]CCCC.Br[C:7]1[CH:8]=[CH:9][C:10]([S:13][CH:14]2[CH2:18][CH2:17][CH2:16][CH2:15]2)=[N:11][CH:12]=1.[C:19](OC)(=[O:24])[C:20]([O:22][CH3:23])=[O:21].[NH4+].[Cl-]>C(OCC)C>[CH:14]1([S:13][C:10]2[N:11]=[CH:12][C:7]([C:19](=[O:24])[C:20]([O:22][CH3:23])=[O:21])=[CH:8][CH:9]=2)[CH2:18][CH2:17][CH2:16][CH2:15]1 |f:3.4|. Procedure details: Under anhydrous condition n-BuLi (1.6 M solution in hexane, 5.08 mL, 8.13 mmol) was added to stirred solution of 5-bromo-2-cyclopentylsulfanyl-pyridine (2.0 g, 8.13 mmol) in 15 mL dry diethyl ether at −78° C. and stirred for 20 minutes. A solution of dimethyl oxalate (1.09 g, 9.30 mmol) in 15 mL of dry diethyl ether was added dropwise with the help of syringe and resulted reaction mixture was allowed to warm slowly to 0° C. within 1 hr. Reaction mixture was poured on aq. saturated solution of NH... Reactants: ice, C(C)(C)OC(=O)N1CCC(CC1)OC1=NC=NC(=C1OC)NC=1C(=NC(=CC1)CCO)C (4-{6-[6-(2-hydroxy-ethyl)-2-methyl-pyridin-3-ylamino]-5-methoxy-pyrimidin-4-yloxy}-piperidine-1-carboxylic acid isopropyl ester), C1(=CC=CC=C1)P(C1=CC=CC=C1)C1=CC=CC=C1 (triphenylphosphine), BrC(Br)(Br)Br (perbromomethane), [OH-].[Na+] (sodium hydroxide), S(=O)(=O)(O)O.CSC(N)=N (2-methyl-2-thiopseudourea sulfate). The solvent is C(Cl)Cl (methylene chloride), CO (MeOH). Run at time 18 hour. Yields the product C(C)(C)OC(=O)N1CCC(CC1)OC1=NC=NC(=C1OC)NC=1C(=NC(=CC1)CCSC)C (4-{5-methoxy-6-[2-methyl-6-(2-methylsulfanyl-ethyl)-pyrdin-3-ylamino]-pyrimidin-4-yloxy}-piperidine-1-carboxylic acid isopropyl ester). Isolated yield 23.3%. As a reaction SMILES: [CH:1]([O:4][C:5]([N:7]1[CH2:12][CH2:11][CH:10]([O:13][C:14]2[C:19]([O:20][CH3:21])=[C:18]([NH:22][C:23]3[C:24]([CH3:32])=[N:25][C:26]([CH2:29][CH2:30]O)=[CH:27][CH:28]=3)[N:17]=[CH:16][N:15]=2)[CH2:9][CH2:8]1)=[O:6])([CH3:3])[CH3:2].C1(P(C2C=CC=CC=2)C2C=CC=CC=2)C=CC=CC=1.BrC(Br)(Br)Br.[OH-].[Na+].S(O)(O)(=O)=O.[CH3:64][S:65]C(=N)N>C(Cl)Cl.CO>[CH:1]([O:4][C:5]([N:7]1[CH2:12][CH2:11][CH:10]([O:13][C:14]2[C:19]([O:20][CH3:21])=[C:18]([NH:22][C:23]3[C:24]([CH3:32])=[N:25][C:26]([CH2:29][CH2:30][S:65][CH3:64])=[CH:27][CH:28]=3)[N:17]=[CH:16][N:15]=2)[CH2:9][CH2:8]1)=[O:6])([CH3:3])[CH3:2] |f:3.4,5.6|. Procedure details: To an ice-cooled solution of 4-{6-[6-(2-hydroxy-ethyl)-2-methyl-pyridin-3-ylamino]-5-methoxy-pyrimidin-4-yloxy}-piperidine-1-carboxylic acid isopropyl ester (40.2 mg, 90.2 μmol) and triphenylphosphine (31 mg, 118 pmol) in 2 mL methylene chloride, perbromomethane (77.0 mg, 232 μmol) were added and solution was stirred at room temperature. After 18 h, the mixture was concentrated, re-dissolved in 1.5 mL MeOH, and added to a well stirred mixture of sodium hydroxide (120 mg, 3.0 mmol) and 2-methyl-2... Starting materials: CC[C@@]1(C2=C(COC1=O)C(=O)N3CC4=C(C3=C2)N=C5C=CC=C(C5=C4)[N+](=O)[O-])O (9-nitrocamptothecin). Reagents/catalysts: [Fe] (iron). The solvent is Cl (HCl). The product is CC[C@@]1(C2=C(COC1=O)C(=O)N3CC=4C=C5C(=CC=CC5=NC4C3=C2)N)O (9-aminocamptothecin). As a reaction SMILES: [CH3:1][CH2:2][C@@:3]1([OH:29])[C:8](=[O:9])[O:7][CH2:6][C:5]2[C:10]([N:12]3[C:16](=[CH:17][C:4]1=2)[C:15]1[N:18]=[C:19]2[C:24](=[CH:25][C:14]=1[CH2:13]3)[C:23]([N+:26]([O-])=O)=[CH:22][CH:21]=[CH:20]2)=[O:11]>[Fe].Cl>[CH3:1][CH2:2][C@@:3]1([OH:29])[C:8](=[O:9])[O:7][CH2:6][C:5]2[C:10]([N:12]3[C:16](=[CH:17][C:4]1=2)[C:15]1[N:18]=[C:19]2[C:24]([C:23]([NH2:26])=[CH:22][CH:21]=[CH:20]2)=[CH:25][C:14]=1[CH2:13]3)=[O:11]. Procedure details: As a specific example, approximately 0.5 g of the 9-nitrocamptothecin derivatives can be mixed with about 100 mg of iron powder and 20 ml of 10% HCl to form the 9-aminocamptothecin derivative. The reactants are BrB(Br)Br, ClCCl, COc1ccc(NC(=O)C(F)(F)F)c(C)c1[N+](=O)[O-], CO, O. Product: Cc1c(NC(=O)C(F)(F)F)ccc(O)c1[N+](=O)[O-]. Reaction SMILES: [B:20]([Br:21])([Br:22])[Br:23].[CH2:27]([Cl:28])[Cl:29].[CH3:1][c:2]1[c:3]([N+:17](=[O:18])[O-:19])[c:4]([O:15][CH3:16])[cH:5][cH:6][c:7]1[NH:8][C:9]([C:10]([F:11])([F:12])[F:13])=[O:14].[CH3:24][OH:25].[OH2:26]>>[CH3:1][c:2]1[c:3]([N+:17](=[O:18])[O-:19])[c:4]([OH:15])[cH:5][cH:6][c:7]1[NH:8][C:9]([C:10]([F:11])([F:12])[F:13])=[O:14]. Starting materials: CCCCCc1c(-c2ccc3c(Br)c(OCC#N)ccc3c2)[nH]c2ccccc12, BrCc1ccccc1, C1CCOC1. The product is CCCCCc1c(-c2ccc3c(Br)c(OCC#N)ccc3c2)n(Cc2ccccc2)c2ccccc12. RXN SMILES: [Br:1][c:2]1[c:3]([O:26][CH2:27][C:28]#[N:29])[cH:4][cH:5][c:6]2[cH:7][c:8](-[c:12]3[nH:13][c:14]4[cH:15][cH:16][cH:17][cH:18][c:19]4[c:20]3[CH2:21][CH2:22][CH2:23][CH2:24][CH3:25])[cH:9][cH:10][c:11]12.[CH2:30]([c:31]1[cH:32][cH:33][cH:34][cH:35][cH:36]1)[Br:37].[CH2:38]1[O:39][CH2:40][CH2:41][CH2:42]1>>[Br:1][c:2]1[c:3]([O:26][CH2:27][C:28]#[N:29])[cH:4][cH:5][c:6]2[cH:7][c:8](-[c:12]3[n:13]([CH2:30][c:31]4[cH:32][cH:33][cH:34][cH:35][cH:36]4)[c:14]4[cH:15][cH:16][cH:17][cH:18][c:19]4[c:20]3[CH2:21][CH2:22][CH2:23][CH2:24][CH3:25])[cH:9][cH:10][c:11]12. The reagents and catalysts are [Fe] (iron). Yields the product NC1=C(C=CC=C1OC1=C(C=CC=C1)Cl)CC(=O)OCC (ethyl 2-[2-amino-3-(2-chlorophenoxy)phenyl]acetate). Solvent: O (water). Reactants: [Cl-].[NH4+] (ammonium chloride), [N+](=O)([O-])C1=C(C=CC=C1OC1=C(C=CC=C1)Cl)CC(=O)OCC (ethyl 2-[2-nitro-3-(2-chlorophenoxy)phenyl]acetate). Procedure details: A mixture of iron powder (4.2 g.), ammonium chloride (0.42 g.), ethaol (60 ml.) and water (30 ml.) and ethyl 2-[2-nitro-3-(2-chlorophenoxy)phenyl]acetate (5 g.) were treated in a similar manner to that of Example 1-(1) to give oily captioned compound (4.3 g.). Reaction SMILES: [Cl-].[NH4+].[N+:3]([C:6]1[C:11]([O:12][C:13]2[CH:18]=[CH:17][CH:16]=[CH:15][C:14]=2[Cl:19])=[CH:10][CH:9]=[CH:8][C:7]=1[CH2:20][C:21]([O:23][CH2:24][CH3:25])=[O:22])([O-])=O>[Fe].O>[NH2:3][C:6]1[C:11]([O:12][C:13]2[CH:18]=[CH:17][CH:16]=[CH:15][C:14]=2[Cl:19])=[CH:10][CH:9]=[CH:8][C:7]=1[CH2:20][C:21]([O:23][CH2:24][CH3:25])=[O:22] |f:0.1|.